Dataset: the Open Reaction Database (ORD), a public repository of structured organic reaction records. Task: describe an organic reaction: reactants, conditions, products, and yield The reactants are F[B-](F)(F)F, CCN(C(C)C)C(C)C, Cc1ccc(-c2nocc2C(=O)O)cc1, CN(C)C=O, OCC1CNCC1c1ccccc1, CN(C)C(On1nnc2ccccc21)=[N+](C)C. The product is Cc1ccc(-c2nocc2C(=O)N2CC(CO)C(c3ccccc3)C2)cc1. Reaction SMILES: [B-:14]([F:15])([F:16])([F:17])[F:18].[CH2:36]([N:37]([CH:38]([CH3:39])[CH3:40])[CH:41]([CH3:42])[CH3:43])[CH3:44].[CH3:45][c:46]1[cH:47][cH:48][c:49](-[c:52]2[n:53][o:54][cH:55][c:56]2[C:57](=[O:58])[OH:59])[cH:50][cH:51]1.[O:60]=[CH:61][N:62]([CH3:63])[CH3:64].[c:1]1([CH:7]2[CH:8]([CH2:12][OH:13])[CH2:9][NH:10][CH2:11]2)[cH:2][cH:3][cH:4][cH:5][cH:6]1.[n:19]1([O:20][C:21]([N:22]([CH3:23])[CH3:24])=[N+:25]([CH3:26])[CH3:27])[c:28]2[cH:29][cH:30][cH:31][cH:32][c:33]2[n:34][n:35]1>>[c:1]1([CH:7]2[CH:8]([CH2:12][OH:13])[CH2:9][N:10]([C:57]([c:56]3[c:52](-[c:49]4[cH:48][cH:47][c:46]([CH3:45])[cH:51][cH:50]4)[n:53][o:54][cH:55]3)=[O:58])[CH2:11]2)[cH:2][cH:3][cH:4][cH:5][cH:6]1. The reactants are BrCC1CCCO1, O=C([O-])[O-], CCOC(=O)c1cc2cc(OCCc3nc(-c4ccccc4)sc3C)ccc2[nH]1, CN(C)C=O, [Cs+], [Cs+]. The product is CCOC(=O)c1cc2cc(OCCc3nc(-c4ccccc4)sc3C)ccc2n1CC1CCCO1. Reaction SMILES: [Br:36][CH2:37][CH:38]1[O:39][CH2:40][CH2:41][CH2:42]1.[C:30](=[O:31])([O-:32])[O-:33].[CH3:1][c:2]1[c:3]([CH2:13][CH2:14][O:15][c:16]2[cH:17][c:18]3[cH:19][c:20]([C:25](=[O:26])[O:27][CH2:28][CH3:29])[nH:21][c:22]3[cH:23][cH:24]2)[n:4][c:5](-[c:7]2[cH:8][cH:9][cH:10][cH:11][cH:12]2)[s:6]1.[CH3:43][N:44]([CH3:45])[CH:46]=[O:47].[Cs+:34].[Cs+:35]>>[CH3:1][c:2]1[c:3]([CH2:13][CH2:14][O:15][c:16]2[cH:17][c:18]3[cH:19][c:20]([C:25](=[O:26])[O:27][CH2:28][CH3:29])[n:21]([CH2:37][CH:38]4[O:39][CH2:40][CH2:41][CH2:42]4)[c:22]3[cH:23][cH:24]2)[n:4][c:5](-[c:7]2[cH:8][cH:9][cH:10][cH:11][cH:12]2)[s:6]1. Reaction SMILES: [CH2:17]([C:18]#[C:19][CH3:20])[OH:21].[CH3:25][N:26]([CH3:27])[CH:28]=[O:29].[Cl:1][c:2]1[n:3][c:4]([CH3:16])[n:5][c:6](-[c:8]2[c:9]([F:15])[c:10]([F:14])[cH:11][cH:12][cH:13]2)[cH:7]1.[H-:22].[Na+:23].[OH2:24]>>[c:2]1([O:21][CH2:17][C:18]#[C:19][CH3:20])[n:3][c:4]([CH3:16])[n:5][c:6](-[c:8]2[c:9]([F:15])[c:10]([F:14])[cH:11][cH:12][cH:13]2)[cH:7]1. The reactants are CC#CCO, CN(C)C=O, Cc1nc(Cl)cc(-c2cccc(F)c2F)n1, [H-], [Na+], O. Product: CC#CCOc1cc(-c2cccc(F)c2F)nc(C)n1.